From a dataset of the Open Reaction Database (ORD), a public repository of structured organic reaction records. describe an organic reaction: reactants, conditions, products, and yield Reactants: CS(=O)(=O)N (methanesulfonamide), [H-].[Na+] (sodium hydride), CN(C)C=O (DMF), CN(C)C=O (DMF), ClC1=NC=CC(N1)(C(=O)OC)N1CCC(CC1)NC(=O)C=1NC(=C(C1Cl)Cl)C (Methyl 2-chloro-4-(4-{[(3,4-dichloro-5-methyl-1H-pyrrol-2-yl)carbonyl]amino}piperidin-1-yl)pyrimidine-4-carboxylate), CN(C)C=O (DMF). Reaction conditions: time 20 minute. Product: ClC1=NC(=CC(=N1)C(=O)NS(=O)(=O)C)N1CCC(CC1)NC(=O)C=1NC(=C(C1Cl)Cl)C (2-Chloro-6-(4-{[(3,4-dichloro-5-methyl-1H-pyrrol-2-yl)carbonyl]amino}piperidin-1-yl)-N-(methylsulfonyl)pyrimidine-4-carboxamide). Reaction SMILES: [CH3:1][S:2]([NH2:5])(=[O:4])=[O:3].[H-].[Na+].[Cl:8][C:9]1[NH:14][C:13]([N:19]2[CH2:24][CH2:23][CH:22]([NH:25][C:26]([C:28]3[NH:29][C:30]([CH3:35])=[C:31]([Cl:34])[C:32]=3[Cl:33])=[O:27])[CH2:21][CH2:20]2)(C(OC)=O)[CH:12]=[CH:11][N:10]=1.CN([CH:39]=[O:40])C>>[Cl:8][C:9]1[N:10]=[C:11]([C:39]([NH:5][S:2]([CH3:1])(=[O:4])=[O:3])=[O:40])[CH:12]=[C:13]([N:19]2[CH2:24][CH2:23][CH:22]([NH:25][C:26]([C:28]3[NH:29][C:30]([CH3:35])=[C:31]([Cl:34])[C:32]=3[Cl:33])=[O:27])[CH2:21][CH2:20]2)[N:14]=1 |f:1.2|. Procedure details: A solution of methanesulfonamide (40 mg, 0.44 mmol) and DMF (0.5 ml) was added to a suspension of sodium hydride (95%) (11 mg, 0.44 mmol) and DMF (0.5 ml) under nitrogen. The mixture was stirred for 20 minutes at room temperature. A solution of methyl 2-chloro-6-(4-{[(3,4-dichloro-5-methyl-1H-pyrrol-2-yl)carbonyl]amino}piperidin-1-yl)pyrimidine-4-carboxylate (Example 6, 47 mg, 0.11 mmol) in DMF (1 ml) was added dropwise to the mixture over 5 minutes. The mixture was stirred for 1 h at room tempe... Starting materials: CC1(OB(OC1(C)C)C=1C=C(C=CC1)N1CCC(CC1)=O)C (1-(3-(4,4,5,5-tetramethyl-1,3,2-dioxaborolan-2-yl)phenyl)piperidin-4-one), ClC1=NC=CC(=N1)Cl (2,4-dichloropyrimidine). RXN SMILES: CC1(C)C(C)(C)OB([C:9]2[CH:10]=[C:11]([N:15]3[CH2:20][CH2:19][C:18](=[O:21])[CH2:17][CH2:16]3)[CH:12]=[CH:13][CH:14]=2)O1.[Cl:23][C:24]1[N:29]=[C:28](Cl)[CH:27]=[CH:26][N:25]=1>>[Cl:23][C:24]1[N:29]=[C:28]([C:9]2[CH:10]=[C:11]([N:15]3[CH2:16][CH2:17][C:18](=[O:21])[CH2:19][CH2:20]3)[CH:12]=[CH:13][CH:14]=2)[CH:27]=[CH:26][N:25]=1. Procedure: 1-(3-(2-Chloropyrimidin-4-yl)phenyl)piperidin-4-one was prepared from 1-(3-(4,4,5,5-tetramethyl-1,3,2-dioxaborolan-2-yl)phenyl)piperidin-4-one and 2,4-dichloropyrimidine according to procedure B. Product: ClC1=NC=CC(=N1)C=1C=C(C=CC1)N1CCC(CC1)=O (1-(3-(2-Chloropyrimidin-4-yl)phenyl)piperidin-4-one). The reactants are resultant mixture, C1C2=CC=CC=C2CO1 (phthalan), C1C2=CC=CC=C2CO1 (phthalan), ON1C(C=2C(C1=O)=CC=CC2)=O (N-hydroxyphthalimide), [N]=O (nitrogen monoxide). The solvent is C(C)#N (acetonitrile). Yields the product C(C=1C(C=O)=CC=CC1)=O (phthalaldehyde). The yield is 94.0%. Reaction SMILES: C1OCC2C1=CC=CC=2.ON1[C:15](=[O:16])[C:14]2=[CH:17][CH:18]=[CH:19][CH:20]=[C:13]2[C:12]1=[O:21].[N]=O>C(#N)C>[CH:12](=[O:21])[C:13]1[C:14](=[CH:17][CH:18]=[CH:19][CH:20]=1)[CH:15]=[O:16] |^1:21|. Procedure: To a mixture of 10 mmol of phthalan (isocoumaran), 1 mmol of N-hydroxyphthalimide, and 5 ml of acetonitrile was introduced 120 mmol of nitrogen monoxide, and the resultant mixture was stirred at 60° C. for 8 hours. Isolation of products in the reaction mixture by column chromatography on a silica gel revealed that phthalan was converted, at a rate of 99%, into phthalaldehyde (yield: 94%). Starting materials: O=C(O)C(F)(F)F, CC(NC(=O)C(CCCC(NC(=O)OCc1ccccc1)C(=O)OCc1ccccc1)NC(=O)OC(C)(C)C)C(=O)OCc1ccccc1. Yields the product CC(NC(=O)C(N)CCCC(NC(=O)OCc1ccccc1)C(=O)OCc1ccccc1)C(=O)OCc1ccccc1. RXN SMILES: [F:50][C:51]([F:52])([F:53])[C:54]([OH:55])=[O:56].[c:1]1([CH2:7][O:8][C:9]([CH:10]([NH:11][C:12]([CH:13]([NH:14][C:15]([O:16][C:17]([CH3:18])([CH3:19])[CH3:20])=[O:21])[CH2:22][CH2:23][CH2:24][CH:25]([NH:26][C:27](=[O:28])[O:29][CH2:30][c:31]2[cH:32][cH:33][cH:34][cH:35][cH:36]2)[C:37](=[O:38])[O:39][CH2:40][c:41]2[cH:42][cH:43][cH:44][cH:45][cH:46]2)=[O:47])[CH3:48])=[O:49])[cH:2][cH:3][cH:4][cH:5][cH:6]1>>[c:1]1([CH2:7][O:8][C:9]([CH:10]([NH:11][C:12]([CH:13]([NH2:14])[CH2:22][CH2:23][CH2:24][CH:25]([NH:26][C:27](=[O:28])[O:29][CH2:30][c:31]2[cH:32][cH:33][cH:34][cH:35][cH:36]2)[C:37](=[O:38])[O:39][CH2:40][c:41]2[cH:42][cH:43][cH:44][cH:45][cH:46]2)=[O:47])[CH3:48])=[O:49])[cH:2][cH:3][cH:4][cH:5][cH:6]1. Reactants: ClCCl, N#Cc1nc(NCCO)cc(-c2cccc(C(F)(F)F)c2)n1. Product: N#Cc1nc(NCC=O)cc(-c2cccc(C(F)(F)F)c2)n1. RXN SMILES: [Cl:23][CH2:24][Cl:25].[OH:1][CH2:2][CH2:3][NH:4][c:5]1[n:6][c:7]([C:21]#[N:22])[n:8][c:9](-[c:11]2[cH:12][c:13]([C:17]([F:18])([F:19])[F:20])[cH:14][cH:15][cH:16]2)[cH:10]1>>[O:1]=[CH:2][CH2:3][NH:4][c:5]1[n:6][c:7]([C:21]#[N:22])[n:8][c:9](-[c:11]2[cH:12][c:13]([C:17]([F:18])([F:19])[F:20])[cH:14][cH:15][cH:16]2)[cH:10]1. Procedure: By replacing 1-methylpyrrole-2-carboxylic acid with an equivalent amount of 1-ethylpyrrole-2-carboxylic acid, the procedure of this example produces 1-ethyl-4,5-bis-(phenylthio)pyrrole-2-carboxylic acid. The product is CN1C(=CC(=C1SC1=CC=CC=C1)SC1=CC=CC=C1)C(=O)O (1-Methyl-4,5-bis(phenylthio)pyrrole-2-carboxylic Acid). As a reaction SMILES: CN1C=CC=C1C(O)=O.C(N1C=CC=C1C(O)=O)C.[CH2:20]([N:22]1[C:26]([S:27][C:28]2[CH:33]=[CH:32][CH:31]=[CH:30][CH:29]=2)=[C:25]([S:34][C:35]2[CH:40]=[CH:39][CH:38]=[CH:37][CH:36]=2)[CH:24]=[C:23]1[C:41]([OH:43])=[O:42])C>>[CH3:20][N:22]1[C:26]([S:27][C:28]2[CH:33]=[CH:32][CH:31]=[CH:30][CH:29]=2)=[C:25]([S:34][C:35]2[CH:36]=[CH:37][CH:38]=[CH:39][CH:40]=2)[CH:24]=[C:23]1[C:41]([OH:43])=[O:42]. Reactants: CN1C(=CC=C1)C(=O)O (1-methylpyrrole-2-carboxylic acid), C(C)N1C(=CC=C1)C(=O)O (1-ethylpyrrole-2-carboxylic acid), C(C)N1C(=CC(=C1SC1=CC=CC=C1)SC1=CC=CC=C1)C(=O)O (1-ethyl-4,5-bis-(phenylthio)pyrrole-2-carboxylic acid). Reactants: C(C)(=O)OCC (ethyl acetate), CC=1C(=C(C(=C(O)C1)C)C)O (trimethylhydroquinone), C(C)(=O)OC(C)=O (acetic anhydride), C(C)(C)N(CC)C(C)C (diisopropylethylamine). Solvent: ClCCl (dichloromethane). Run at time 18 hour. Yields the product C(C)(=O)OC1=C(C(=C(C(=C1)C)OC(C)=O)C)C (2,3,5-trimethyl-1,4-phenylene diacetate). As a reaction SMILES: [CH3:1][C:2]1[C:3]([OH:11])=[C:4]([CH3:10])[C:5]([CH3:9])=[C:6]([CH:8]=1)[OH:7].[C:12](OC(=O)C)(=[O:14])[CH3:13].C(N(C(C)C)CC)(C)C.[C:28](OCC)(=[O:30])[CH3:29]>ClCCl>[C:12]([O:7][C:6]1[CH:8]=[C:2]([CH3:1])[C:3]([O:11][C:28](=[O:30])[CH3:29])=[C:4]([CH3:10])[C:5]=1[CH3:9])(=[O:14])[CH3:13]. Procedure: To a solution of trimethylhydroquinone (10.0 g) and acetic anhydride (10 mL) in dichloromethane (50 mL) was added diisopropylethylamine (10 mL) at room temperature. The solution was stirred at room temperature for 18 hours, diluted with ethyl acetate, washed with water and brine. Evaporation gave the 2,3,5-trimethyl-1,4-phenylene diacetate as solid. Reactants: BrC1=CC(=CC(=C1)F)Cl (1-bromo-3-chloro-5-fluorobenzene), ( 65 ), ClCC(=O)CCl (1,3-dichloroacetone), ( 28 ), C(CCCCC)[Li] (n-hexyllithium), CCCCCC (hexane), ( 11 ). Run in C(C)OCC (diethyl ether). The product is ClCC(CCl)(O)C1=CC(=CC(=C1)F)Cl (1,3-dichloro-2-(3-chloro-5-fluorophenyl)propan-2-ol). As a reaction SMILES: Br[C:2]1[CH:7]=[C:6]([F:8])[CH:5]=[C:4]([Cl:9])[CH:3]=1.C([Li])CCCCC.CCCCCC.[Cl:23][CH2:24][C:25]([CH2:27][Cl:28])=[O:26]>C(OCC)C>[Cl:23][CH2:24][C:25]([C:2]1[CH:7]=[C:6]([F:8])[CH:5]=[C:4]([Cl:9])[CH:3]=1)([OH:26])[CH2:27][Cl:28]. Reported procedure: Preparation according to Preparation 1: 1-bromo-3-chloro-5-fluorobenzene (5 g, 23.9 mmol), dry diethyl ether (100 mL), n-hexyllithium in hexane (2.3 M, 10.4 ml, 23.9 mmol) and 1,3-dichloroacetone (3.03 g, 23.9 mol). Yield: 4.49 g (73%). MS m/z (rel. intensity, 70 eV) 257 (M+, 1), 209 (65), 207 (bp), 211 (11), 143 (28).